Dataset: the Open Reaction Database (ORD), a public repository of structured organic reaction records. Task: describe an organic reaction: reactants, conditions, products, and yield Reactants: CCN(C(C)C)C(C)C (DIPEA), C(C)(C)(C)OC(=O)N[C@H](C(=O)O)[C@@H](C)OC ((2S,3R)-2-(Tert-butoxycarbonylamino)-3-methoxybutanoic acid), N1CCCC1 (Pyrrolidine), resultant mixture, CN(C)C(=[N+](C)C)ON1C2=C(C=CC=C2)N=N1.[B-](F)(F)(F)F (TBTU). Run in C(Cl)Cl (DCM), C(Cl)Cl (DCM). Reaction conditions: temperature 0 celsius, time 10 minute. Product: CO[C@@H]([C@@H](C(N1CCCC1)=O)NC(OC(C)(C)C)=O)C (Tert-butyl (2S,3R)-3-methoxy-1-oxo-1-(pyrrolidin-1-yl)butan-2-ylcarbamate). Isolated yield 89.1%. RXN SMILES: [C:1]([O:5][C:6]([NH:8][C@@H:9]([C@H:13]([O:15][CH3:16])[CH3:14])[C:10]([OH:12])=O)=[O:7])([CH3:4])([CH3:3])[CH3:2].CC[N:19]([CH:23]([CH3:25])C)[CH:20]([CH3:22])C.CN(C(ON1N=NC2C=CC=CC1=2)=[N+](C)C)C.[B-](F)(F)(F)F.N1CCCC1>C(Cl)Cl>[CH3:16][O:15][C@H:13]([CH3:14])[C@H:9]([NH:8][C:6](=[O:7])[O:5][C:1]([CH3:2])([CH3:3])[CH3:4])[C:10](=[O:12])[N:19]1[CH2:20][CH2:22][CH2:25][CH2:23]1 |f:2.3|. Procedure details: (2S,3R)-2-(Tert-butoxycarbonylamino)-3-methoxybutanoic acid (643 mg, 2.76 mmol), which is commercially available, and DIPEA (1.440 mL, 8.27 mmol) was mixed in DCM (10 mL). The mixture was cooled to 0° C. TBTU (974 mg, 3.03 mmol) was added and the mixture stirred at rt for 10 min. Pyrrolidine (0.274 mL, 3.31 mmol) was added and the resultant mixture was stirred at rt for 16 h. The mixture was diluted with DCM (10 mL). The organic phase was washed with NaHCO3 (8% in aq. solution) and brine, filter... Reactants: oil, C(C)(=O)O (acetic acid), [O-]CC.[Na+] (sodium ethoxide). Solvent: C(C)O (ethanol). Reaction conditions: time 20 minute. The product is CCOCC.C([O-])(O)=O.[Na+] (Ether sodium bicarbonate), desired compound. RXN SMILES: [O-:1][CH2:2][CH3:3].[Na+:4].[C:5]([OH:8])(=[O:7])[CH3:6]>C(O)C>[CH3:3][CH2:2][O:1][CH2:5][CH3:6].[C:5](=[O:7])([OH:1])[O-:8].[Na+:4] |f:0.1,4.5.6|. Reported procedure: The 300 mg of oil was dissolved in 1.5 ml of ethanol and treated with 140 μl of 2.2N sodium ethoxide under argon. After 20 minutes, 80 μl of acetic acid was added and the volatiles removed. Ether/sodium bicarbonate workup gave 260 mg of the desired compound